From a dataset of the Open Reaction Database (ORD), a public repository of structured organic reaction records. describe an organic reaction: reactants, conditions, products, and yield Reactants: CC(C)(C)OC(=O)NC1(c2ccc(-c3c(-c4ccccc4)oc4ccc(F)cc4c3=O)cc2)CCC1, O=c1c(I)c(-c2ccccc2)oc2ccc(OC(F)(F)F)cc12. Yields the product CC(C)(C)OC(=O)NC1(c2ccc(-c3c(-c4ccccc4)oc4ccc(OC(F)(F)F)cc4c3=O)cc2)CCC1. RXN SMILES: [C:1]([CH3:2])([CH3:3])([CH3:4])[O:5][C:6]([NH:7][C:8]1([c:12]2[cH:13][cH:14][c:15](-[c:18]3[c:19](-[c:30]4[cH:31][cH:32][cH:33][cH:34][cH:35]4)[o:20][c:21]4[cH:22][cH:23][c:24]([F:29])[cH:25][c:26]4[c:27]3=[O:28])[cH:16][cH:17]2)[CH2:9][CH2:10][CH2:11]1)=[O:36].[I:37][c:38]1[c:39](=[O:40])[c:41]2[c:42]([cH:43][cH:44][c:45]([O:49][C:50]([F:51])([F:52])[F:53])[cH:46]2)[o:47][c:48]1-[c:54]1[cH:55][cH:56][cH:57][cH:58][cH:59]1>>[C:1]([CH3:2])([CH3:3])([CH3:4])[O:5][C:6]([NH:7][C:8]1([c:12]2[cH:13][cH:14][c:15](-[c:18]3[c:19](-[c:30]4[cH:31][cH:32][cH:33][cH:34][cH:35]4)[o:20][c:21]4[cH:22][cH:23][c:24]([O:49][C:50]([F:51])([F:52])[F:53])[cH:25][c:26]4[c:27]3=[O:28])[cH:16][cH:17]2)[CH2:9][CH2:10][CH2:11]1)=[O:36]. The reactants are N1[C@@H](CC1)C(=O)O ((S)-(-)-2-azetidinecarboxylic acid), C(C1=CC=CC=C1)OC(=O)N1[C@@H](CC1)C(=O)O (N-benzyloxycarbonyl-(S)-(-)-2-azetidine-carboxylic acid), Z-(S)-AzeOH, C(Cl)Cl (methylene chloride). The product is C(C(C)C)OC(=O)Cl (isobutylchloroformate), CC1CCNCC1 (4-methylpiperidine). RXN SMILES: [CH2:1]([O:8][C:9]([N:11]1[CH2:14][CH2:13][C@H:12]1[C:15](O)=O)=[O:10])[C:2]1[CH:7]=CC=C[CH:3]=1.N1CC[C@H:19]1C(O)=O.C(Cl)[Cl:26]>>[CH2:1]([O:8][C:9]([Cl:26])=[O:10])[CH:2]([CH3:7])[CH3:3].[CH3:19][CH:12]1[CH2:15][CH2:9][NH:11][CH2:14][CH2:13]1. Reported procedure: A suspension of 1.200 g (5.10 mmoles) of N-benzyloxycarbonyl-(S)-(-)-2-azetidine-carboxylic acid (abbreviation Z-(S)-AzeOH, prepared from (S)-(-)-2-azetidinecarboxylic acid (Aldrich) according to the method of Wunsch) in 60 ml of dry methylene chloride (CH2Cl2) was brought in an argon atmosphere to a temperature of approximately -20° C. On stabilization of the temperature, the following were added in quick succession: 0.690 ml (5.27 mmoles) of isobutylchloroformate (IBCF) and 0.650 ml (5.34 mmol... Starting materials: OO (H2O2), O (water), CN1C(C2=CC=CC=C2C(=N1)C1=CC=C(C=C1)SC)=O (2-methyl-4-(4-methylthiophenyl)-1-(2H)-phthalazinone), OO (H2O2), C(C)(=O)O (acetic acid), OO (H2O2). Run at temperature 35 celsius, time 2 hour. The product is CN1C(C2=CC=CC=C2C(=N1)C1=CC=C(C=C1)S(=O)(=O)C)=O (2-methyl-4-(4-methylsulfonylphenyl)-1-(2H)-phthalazinone). Yield: 93.0%. As a reaction SMILES: [CH3:1][N:2]1[N:11]=[C:10]([C:12]2[CH:17]=[CH:16][C:15]([S:18][CH3:19])=[CH:14][CH:13]=2)[C:9]2[C:4](=[CH:5][CH:6]=[CH:7][CH:8]=2)[C:3]1=[O:20].OO.[OH2:23].C(O)(=[O:26])C>>[CH3:1][N:2]1[N:11]=[C:10]([C:12]2[CH:17]=[CH:16][C:15]([S:18]([CH3:19])(=[O:26])=[O:23])=[CH:14][CH:13]=2)[C:9]2[C:4](=[CH:5][CH:6]=[CH:7][CH:8]=2)[C:3]1=[O:20]. Procedure details: To a solution of 2-methyl-4-(4-methylthiophenyl)-1-(2H)-phthalazinone (14.15 g, 0.05 mol) in acetic acid (330 mL) was added 30% H2O2 (22 mL). The mixture was heated to 35° C. overnight, additional 30% H2O2 (10 mL) was added and the mixture was stirred at 35° C. for 2 hours and finally one final portion of 30% H2O2 (10 mL) was added and the mixture was stirred for another 2 hours at 35° C. The reaction mixture was poured into water (1 L)/ice and the solid thus obtained was collected by filtration... The reactants are CN(C)C(=O)Oc2ccc1ncccc1c2 (substrate), CCO[Si](OCC)(OCC)c1cccc(C)c1 (effective_coupling_partner). Reagents/catalysts: dcype. Conditions: temperature 120 celsius, time 12 hour. The product is Cc3cccc(c2ccc1ncccc1c2)c3. Starting materials: CCI, COCCCN1CCOc2ccc(COC3CN(C(=O)OCc4ccccc4)CCC3c3ccc(CO)cc3)cc21. Yields the product CCOCc1ccc(C2CCN(C(=O)OCc3ccccc3)CC2OCc2ccc3c(c2)N(CCCOC)CCO3)cc1. Reaction SMILES: [CH2:42]([CH3:43])[I:44].[OH:1][CH2:2][c:3]1[cH:4][cH:5][c:6]([CH:9]2[CH:10]([O:25][CH2:26][c:27]3[cH:28][cH:29][c:30]4[c:31]([cH:41]3)[N:32]([CH2:36][CH2:37][CH2:38][O:39][CH3:40])[CH2:33][CH2:34][O:35]4)[CH2:11][N:12]([C:15](=[O:16])[O:17][CH2:18][c:19]3[cH:20][cH:21][cH:22][cH:23][cH:24]3)[CH2:13][CH2:14]2)[cH:7][cH:8]1>>[O:1]([CH2:2][c:3]1[cH:4][cH:5][c:6]([CH:9]2[CH:10]([O:25][CH2:26][c:27]3[cH:28][cH:29][c:30]4[c:31]([cH:41]3)[N:32]([CH2:36][CH2:37][CH2:38][O:39][CH3:40])[CH2:33][CH2:34][O:35]4)[CH2:11][N:12]([C:15](=[O:16])[O:17][CH2:18][c:19]3[cH:20][cH:21][cH:22][cH:23][cH:24]3)[CH2:13][CH2:14]2)[cH:7][cH:8]1)[CH2:42][CH3:43]. The reactants are [H][H] (hydrogen), CSC=1C=C(N)C=CC1[N+](=O)[O-] (3-methylthio-4-nitroaniline), Cl (hydrochloric acid). Reagents/catalysts: [Pd] (Pd/C). Solvent: C(C)O (ethanol). The product is Cl.CSC=1C=C(C=CC1N)N (3-methylthio-p-phenylenediamine hydrochloride). As a reaction SMILES: [CH3:1][S:2][C:3]1[CH:4]=[C:5]([CH:7]=[CH:8][C:9]=1[N+:10]([O-])=O)[NH2:6].[ClH:13].[H][H]>[Pd].C(O)C>[ClH:13].[CH3:1][S:2][C:3]1[CH:4]=[C:5]([NH2:6])[CH:7]=[CH:8][C:9]=1[NH2:10] |f:5.6|. Reported procedure: In a Paar hydrogenation bottle, a mixture of 3-methylthio-4-nitroaniline (7.7 g), 5% Pd/C catalyst (8.0 g), concentrated hydrochloric acid (7 ml) and ethanol (200 ml) is treated with hydrogen at 3.43 kg/cm2 for 45 minutes (until 0.8 kg/cm2Hydrogen is absorbed). The mixture is filtered through diatomaceous earth and the filtrate evaporated to dryness afford 3-methylthio-p-phenylenediamine hydrochloride. The salt is dissolved in water, the solution made alkaline (pH 9-10) with 50% sodium hydroxide...